This data is from the Open Reaction Database (ORD), a public repository of structured organic reaction records. The task is: describe an organic reaction: reactants, conditions, products, and yield Reactants: COC(=O)c1ccc(-c2nnc(CS(=O)CCCc3ccccc3)o2)cc1, [Li+], [OH-]. Yields the product O=C(O)c1ccc(-c2nnc(CS(=O)CCCc3ccccc3)o2)cc1. RXN SMILES: [CH3:1][O:2][C:3]([c:4]1[cH:5][cH:6][c:7](-[c:10]2[o:11][c:12]([CH2:15][S:16](=[O:17])[CH2:18][CH2:19][CH2:20][c:21]3[cH:22][cH:23][cH:24][cH:25][cH:26]3)[n:13][n:14]2)[cH:8][cH:9]1)=[O:27].[Li+:28].[OH-:29]>>[O:2]=[C:3]([c:4]1[cH:5][cH:6][c:7](-[c:10]2[o:11][c:12]([CH2:15][S:16](=[O:17])[CH2:18][CH2:19][CH2:20][c:21]3[cH:22][cH:23][cH:24][cH:25][cH:26]3)[n:13][n:14]2)[cH:8][cH:9]1)[OH:27]. The product is C[Si](C)(C)OC(c1ccccc1)c1ncc(-c2nc(Cl)ncc2Br)s1. Reactants: Clc1ncc(Br)cn1, [Li]C(C)(C)C, O=C([O-])[O-], C1CCOC1, CCCCC, N#CC1=C(C#N)C(=O)C(Cl)=C(Cl)C1=O, [Na+], [Na+], C[Si](C)(C)OC(c1ccccc1)c1nccs1. As a reaction SMILES: [Br:28][c:29]1[cH:30][n:31][c:32]([Cl:35])[n:33][cH:34]1.[C:1]([Li:2])([CH3:3])([CH3:4])[CH3:5].[C:55](=[O:56])([O-:57])[O-:58].[CH2:50]1[O:51][CH2:52][CH2:53][CH2:54]1.[CH3:6][CH2:7][CH2:8][CH2:9][CH3:10].[Cl:36][C:37]1=[C:48]([Cl:49])[C:46](=[O:47])[C:43]([C:44]#[N:45])=[C:40]([C:41]#[N:42])[C:38]1=[O:39].[Na+:59].[Na+:60].[c:11]1([CH:17]([c:18]2[s:19][cH:20][cH:21][n:22]2)[O:23][Si:24]([CH3:25])([CH3:26])[CH3:27])[cH:12][cH:13][cH:14][cH:15][cH:16]1>>[c:11]1([CH:17]([c:18]2[s:19][c:20](-[c:30]3[c:29]([Br:28])[cH:34][n:33][c:32]([Cl:35])[n:31]3)[cH:21][n:22]2)[O:23][Si:24]([CH3:25])([CH3:26])[CH3:27])[cH:12][cH:13][cH:14][cH:15][cH:16]1. The reactants are [Al+3], C1CCOC1, [H-], [H-], [H-], [H-], [Li+], [N-]=[N+]=NCCCOc1cccc2c1C=C2CN1CCCCC1, [Na+], [OH-], O. Yields the product NCCCOc1cccc2c1C=C2CN1CCCCC1. As a reaction SMILES: [Al+3:24].[CH2:32]1[O:33][CH2:34][CH2:35][CH2:36]1.[H-:23].[H-:26].[H-:27].[H-:28].[Li+:25].[N:1](=[N+:2]=[N-:3])[CH2:4][CH2:5][CH2:6][O:7][c:8]1[cH:9][cH:10][cH:11][c:12]2[c:15]1[CH:14]=[C:13]2[CH2:16][N:17]1[CH2:18][CH2:19][CH2:20][CH2:21][CH2:22]1.[Na+:31].[OH-:30].[OH2:29]>>[NH2:1][CH2:4][CH2:5][CH2:6][O:7][c:8]1[cH:9][cH:10][cH:11][c:12]2[c:15]1[CH:14]=[C:13]2[CH2:16][N:17]1[CH2:18][CH2:19][CH2:20][CH2:21][CH2:22]1. The solvent is CC(=O)O (AcOH), O (water). Procedure details: To a suspension of 5-amino-6,7-difluoro-1,4-dihydro-4-oxo-1-(2-phenylethyl)-3-quinolinecarboxylate (458 mg, 1.21 mmol) in a mixture of AcOH (1.8 mL) and water (1.5 mL), was added H2SO4 (0.3 mL), the whole mixture was heated under reflux for 1 h. The reaction mixture was poured into ice-water and the resulting precipitates were collected by filtration. The filtered precipitates were suspended in water, filtered, and dried in vacuo to give 5-amino-6,7-difluoro-1,4-dihydro-4-oxo-1-(2-phenylethyl)-3... Reactants: NC1=C2C(C(=CN(C2=CC(=C1F)F)CCC1=CC=CC=C1)C(=O)[O-])=O (5-amino-6,7-difluoro-1,4-dihydro-4-oxo-1-(2-phenylethyl)-3-quinolinecarboxylate), OS(=O)(=O)O (H2SO4), ice water. The yield is 96.3%. Product: NC1=C2C(C(=CN(C2=CC(=C1F)F)CCC1=CC=CC=C1)C(=O)O)=O (5-amino-6,7-difluoro-1,4-dihydro-4-oxo-1-(2-phenylethyl)-3-quinolinecarboxylic acid). RXN SMILES: [NH2:1][C:2]1[C:11]([F:12])=[C:10]([F:13])[CH:9]=[C:8]2[C:3]=1[C:4](=[O:25])[C:5]([C:22]([O-:24])=[O:23])=[CH:6][N:7]2[CH2:14][CH2:15][C:16]1[CH:21]=[CH:20][CH:19]=[CH:18][CH:17]=1.OS(O)(=O)=O>CC(O)=O.O>[NH2:1][C:2]1[C:11]([F:12])=[C:10]([F:13])[CH:9]=[C:8]2[C:3]=1[C:4](=[O:25])[C:5]([C:22]([OH:24])=[O:23])=[CH:6][N:7]2[CH2:14][CH2:15][C:16]1[CH:21]=[CH:20][CH:19]=[CH:18][CH:17]=1. Reactants: CC(C)(C)OC(=O)NC1C=CCC2C(=O)N(CCc3ccc(C#N)cc3)C(=O)C12, ClCCl, O=C(O)C(F)(F)F. Product: N#Cc1ccc(CCN2C(=O)C3CC=CC(N)C3C2=O)cc1. Reaction SMILES: [C:1](#[N:2])[c:3]1[cH:4][cH:5][c:6]([CH2:9][CH2:10][N:11]2[C:12](=[O:29])[CH:13]3[CH2:14][CH:15]=[CH:16][CH:17]([NH:21][C:22](=[O:23])[O:24][C:25]([CH3:26])([CH3:27])[CH3:28])[CH:18]3[C:19]2=[O:20])[cH:7][cH:8]1.[Cl:37][CH2:38][Cl:39].[OH:30][C:31]([C:32]([F:33])([F:34])[F:35])=[O:36]>>[C:1](#[N:2])[c:3]1[cH:4][cH:5][c:6]([CH2:9][CH2:10][N:11]2[C:12](=[O:29])[CH:13]3[CH2:14][CH:15]=[CH:16][CH:17]([NH2:21])[CH:18]3[C:19]2=[O:20])[cH:7][cH:8]1. Reactants: N[C@@H](CC(C)C)C(=O)O (L-leucine), N[C@@H]([C@H](O)C)C(=O)O (L-threonine), L-methylalanine, [P] (phosphorus), [Ca] (calcium), N[C@@H](CCCCN)C(=O)O (L-lysine), N[C@@H](CCSC)C(=O)O (L-methionine), N[C@@H](C(C)C)C(=O)O (L-valine). The reagents and catalysts are [Fe] (iron). Yields the product N[C@@H]([C@@H](C)CC)C(=O)O (L-isoleucine). RXN SMILES: [NH2:1][C@H:2]([C:7]([OH:9])=[O:8])[CH2:3][CH:4]([CH3:6])C.N[C@H:11](C(O)=O)CCCCN.N[C@H](C(O)=O)CCSC.N[C@H](C(O)=O)[C@@H](C)O.N[C@H](C(O)=O)C(C)C.[Ca].[P]>[Fe]>[NH2:1][C@H:2]([C:7]([OH:9])=[O:8])[C@H:3]([CH2:4][CH3:6])[CH3:11]. Procedure details: L-leucine (1.8 g); L-lysine 1.3 ); L-methionine (1.76 g); L-methylalanine (2.5 g); L-threonine (1.4 g); L-valine (1.5 g); suitable salts containing calcium (1 g); phosphorus (0.8 g) and iron (15 g). Reactants: C1OC=2C=C(C=CC2O1)[N+](=O)[O-] (3,4-methylenedioxynitrobenzene), [OH-].[K+] (potassium hydroxide), OCC(O)CO (glycerol), O (water). Conditions: temperature 110 celsius, time 8 hour. Product: OC1=C(OCC(CO)O)C=CC(=C1)[N+](=O)[O-] (1-(2-hydroxy-4-nitrophenoxy)propane-2,3-diol). As a reaction SMILES: [OH-].[K+].[CH2:3]1[O:11][C:10]2[CH:9]=[CH:8][C:7]([N+:12]([O-:14])=[O:13])=[CH:6][C:5]=2[O:4]1.O.[OH:16][CH2:17][CH:18](CO)[OH:19]>>[OH:4][C:5]1[CH:6]=[C:7]([N+:12]([O-:14])=[O:13])[CH:8]=[CH:9][C:10]=1[O:11][CH2:3][CH:18]([OH:19])[CH2:17][OH:16] |f:0.1|. Procedure details: 0.3 mol (19.8 g) of 85% by weight potassium hydroxide pellets is dissolved in 210 ml of glycerol, and 0.25 mol (41.75 g) of 3,4-methylenedioxynitrobenzene is then added, with stirring. After heating for one and a half hours in the region of 110° C., the reaction medium is poured into 1.5 liters of iced water. The mixture is filtered in order to remove a small quantity of starting material. The filtrate is acidified to pH=4 with hydrochloric acid and then treated with 10 g of vegetable charcoal. ... Starting materials: ClC(C)Cl (dichloroethane), Cl (HCl), C(CCC)[Li] (n-Butyllithium), C(C)OC1=CC=C(C=C1)CC#N (4-ethoxyphenyl acetonitrile). Solvent: C1CCOC1 (THF), C1CCOC1 (THF). Reaction conditions: temperature 25 celsius, time 1 hour. The product is C(#N)C1(CC1)C1=CC=C(C=C1)OCC (1-cyano-1-(4-ethoxyphenyl)cyclopropane). RXN SMILES: [CH2:1]([Li])[CH2:2]CC.[CH2:6]([O:8][C:9]1[CH:14]=[CH:13][C:12]([CH2:15][C:16]#[N:17])=[CH:11][CH:10]=1)[CH3:7].ClC(Cl)C.Cl>C1COCC1>[C:16]([C:15]1([C:12]2[CH:13]=[CH:14][C:9]([O:8][CH2:6][CH3:7])=[CH:10][CH:11]=2)[CH2:2][CH2:1]1)#[N:17]. Procedure details: 1.6M n-Butyllithium (680 ml) is added over 5 min to a stirred solution of 4-ethoxyphenyl acetonitrile (56 g) in anhydrous THF (600 ml) at 25° C. under an atmosphere of nitrogen. After 1 h, a solution of 1.2 dichloroethane (111 g) in anhydrous THF (300 ml) is added dropwise over 2 h and the mixture stirred at 25° C. for 16 h. The mixture is then poured onto 3N HCl (1 l ), concentrated under reduced pressure, extracted with diethyl ether (x3), washed with water, dried over anhydrous sodium sulphat... Starting materials: CCn1cc(C(=O)O)c(=O)c2cc(F)c(N3CCC(NS(=O)(=O)c4ccc(NC(C)=O)cc4)C3)c(F)c21, CCO, Cl, [Na+], [OH-]. Reaction SMILES: [CH2:1]([CH3:2])[n:3]1[cH:4][c:5]([C:35](=[O:36])[OH:37])[c:6](=[O:34])[c:7]2[cH:8][c:9]([F:33])[c:10]([N:14]3[CH2:15][CH:16]([NH:19][S:20](=[O:21])(=[O:22])[c:23]4[cH:24][cH:25][c:26]([NH:29][C:30](=[O:31])[CH3:32])[cH:27][cH:28]4)[CH2:17][CH2:18]3)[c:11]([F:13])[c:12]12.[CH3:41][CH2:42][OH:43].[ClH:38].[Na+:40].[OH-:39]>>[CH2:1]([CH3:2])[n:3]1[cH:4][c:5]([C:35](=[O:36])[OH:37])[c:6](=[O:34])[c:7]2[cH:8][c:9]([F:33])[c:10]([N:14]3[CH2:15][CH:16]([NH:19][S:20](=[O:21])(=[O:22])[c:23]4[cH:24][cH:25][c:26]([NH2:29])[cH:27][cH:28]4)[CH2:17][CH2:18]3)[c:11]([F:13])[c:12]12. Product: CCn1cc(C(=O)O)c(=O)c2cc(F)c(N3CCC(NS(=O)(=O)c4ccc(N)cc4)C3)c(F)c21. Starting materials: N1CCC(CC1)C1=C2CC(NC2=CC=C1)=O (4-piperidin-4-yl-1,3-dihydroindol-2-one), O=C1OCCC=2C1=CNC2C=O (4-oxo-2,4,6,7-tetrahydropyrano[3,4-c]pyrrole-1-carbaldehyde). Reported procedure: A mixture of 4-piperidin-4-yl-1,3-dihydroindol-2-one (117 mg, 0.54 mmol), 4-oxo-2,4,6,7-tetrahydropyrano[3,4-c]pyrrole-1-carbaldehyde (89.3 mg, 0.54 mmol) and piperidine (1 drop) in ethanol (3 mL) was stirred at room temperature for 2 days. The precipitate was collected by vacuum filtration, washed with ethanol and dried to give 54.1 mg (28%) of the title compound as a yellow solid. The product is O=C1NC2=CC=CC(=C2C1=CC1=C2C(=CN1)C(OCC2)=O)C2CCNCC2 (1-(2-Oxo-4-piperidin-4-yl-1,2-dihydroindol-3-ylidenemethyl)-6,7-dihydro-2H-pyrano[3, 4-c]pyrrol-4-one). Reagents/catalysts: N1CCCCC1 (piperidine). Run in C(C)O (ethanol). Yield: 27.6%. Reaction conditions: time 2 day. Reaction SMILES: [NH:1]1[CH2:6][CH2:5][CH:4]([C:7]2[CH:15]=[CH:14][CH:13]=[C:12]3[C:8]=2[CH2:9][C:10](=[O:16])[NH:11]3)[CH2:3][CH2:2]1.[O:17]=[C:18]1[C:23]2=[CH:24][NH:25][C:26]([CH:27]=O)=[C:22]2[CH2:21][CH2:20][O:19]1>N1CCCCC1.C(O)C>[O:16]=[C:10]1[C:9](=[CH:27][C:26]2[NH:25][CH:24]=[C:23]3[C:18](=[O:17])[O:19][CH2:20][CH2:21][C:22]=23)[C:8]2[C:12](=[CH:13][CH:14]=[CH:15][C:7]=2[CH:4]2[CH2:3][CH2:2][NH:1][CH2:6][CH2:5]2)[NH:11]1.